This data is from the Open Reaction Database (ORD), a public repository of structured organic reaction records. The task is: describe an organic reaction: reactants, conditions, products, and yield Starting materials: ClC(=O)OC(C)C (isopropyl chloroformate), Cl.CN1CCN(CC1)C1=NC(=NC(=C1)C1=CC=C2CCN(CC2=C1)C(CC1CNCC1)=O)N (4-(4-methylpiperazin-1-yl)-6-[2-(pyrrolidin-3-ylacetyl)-1,2,3,4-tetrahydroisoquinolin-7-yl]pyrimidin-2-amine HCl salt). The product is NC1=NC(=CC(=N1)C1=CC=C2CCN(CC2=C1)C(CC1CN(CC1)C(=O)OC(C)C)=O)N1CCN(CC1)C (Isopropyl 3-{2-[7-[2-amino-6-(4-methylpiperazin-1-yl)pyrimidin-4-yl]-3,4-dihydroisoquinolin-2(1H)-yl]-2-oxoethyl}pyrrolidine-1-carboxylate). As a reaction SMILES: Cl[C:2]([O:4][CH:5]([CH3:7])[CH3:6])=[O:3].Cl.[CH3:9][N:10]1[CH2:15][CH2:14][N:13]([C:16]2[CH:21]=[C:20]([C:22]3[CH:31]=[C:30]4[C:25]([CH2:26][CH2:27][N:28]([C:32](=[O:39])[CH2:33][CH:34]5[CH2:38][CH2:37][NH:36][CH2:35]5)[CH2:29]4)=[CH:24][CH:23]=3)[N:19]=[C:18]([NH2:40])[N:17]=2)[CH2:12][CH2:11]1>>[NH2:40][C:18]1[N:19]=[C:20]([C:22]2[CH:31]=[C:30]3[C:25]([CH2:26][CH2:27][N:28]([C:32](=[O:39])[CH2:33][CH:34]4[CH2:38][CH2:37][N:36]([C:2]([O:4][CH:5]([CH3:7])[CH3:6])=[O:3])[CH2:35]4)[CH2:29]3)=[CH:24][CH:23]=2)[CH:21]=[C:16]([N:13]2[CH2:12][CH2:11][N:10]([CH3:9])[CH2:15][CH2:14]2)[N:17]=1 |f:1.2|. Procedure details: This compound was prepared by using procedures analogous to those described for the synthesis of Example 118, Step 3 starting from isopropyl chloroformate and 4-(4-methylpiperazin-1-yl)-6-[2-(pyrrolidin-3-ylacetyl)-1,2,3,4-tetrahydroisoquinolin-7-yl]pyrimidin-2-amine HCl salt. Analytic LCMS (M+H)+: m/z=522.2. The reactants are ClC=1C=C(C(=C(C(=O)OC)C1)C)NC(=O)C1CCCC1 (methyl 5-chloro-3-(cyclopentanecarboxamido)-2-methylbenzoate), [H-].[Na+] (sodium hydride), CI (Methyl iodide). Run in CN(C)C=O (DMF). Run at time 15 minute. Yields the product ClC=1C=C(C(=C(C(=O)OC)C1)C)N(C(=O)C1CCCC1)C (methyl 5-chloro-2-methyl-3-(N-methylcyclopentanecarboxamido)benzoate). Reaction SMILES: [Cl:1][C:2]1[CH:3]=[C:4]([NH:13][C:14]([CH:16]2[CH2:20][CH2:19][CH2:18][CH2:17]2)=[O:15])[C:5]([CH3:12])=[C:6]([CH:11]=1)[C:7]([O:9][CH3:10])=[O:8].[H-].[Na+].[CH3:23]I>CN(C=O)C>[Cl:1][C:2]1[CH:3]=[C:4]([N:13]([CH3:23])[C:14]([CH:16]2[CH2:17][CH2:18][CH2:19][CH2:20]2)=[O:15])[C:5]([CH3:12])=[C:6]([CH:11]=1)[C:7]([O:9][CH3:10])=[O:8] |f:1.2|. Reported procedure: To a stirred solution of methyl 5-chloro-3-(cyclopentanecarboxamido)-2-methylbenzoate (0.3 g, 1.01 mmol) in DMF, sodium hydride (0.060 g, 0.0015 mmol) was added at 0° C. and reaction mixture was allowed to stir for 15 min. Methyl iodide (0.32 mL, 0.50 mmol) was added and reaction mixture and was stirred at room temperature. After complete consumption of starting material, the reaction was quenched with addition of water and extracted with ethyl acetate. The combined organic layer was the washed ...